From a dataset of the Open Reaction Database (ORD), a public repository of structured organic reaction records. describe an organic reaction: reactants, conditions, products, and yield The reactants are CC(=O)[O-], CC(=O)[O-], OB(O)c1ccnc(Cl)c1, ClCCl, [Cu+2], O=C(c1ccc2[nH]c(C(=O)N3CCC(F)(F)CC3)cc2c1)N1CCC(N2CCCCC2)CC1, c1ccncc1. The product is O=C(c1ccc2c(c1)cc(C(=O)N1CCC(F)(F)CC1)n2-c1ccnc(Cl)c1)N1CCC(N2CCCCC2)CC1. RXN SMILES: [C:53]([O-:54])(=[O:55])[CH3:56].[C:58]([O-:59])(=[O:60])[CH3:61].[Cl:34][c:35]1[n:36][cH:37][cH:38][c:39]([B:41]([OH:42])[OH:43])[cH:40]1.[Cl:50][CH2:51][Cl:52].[Cu+2:57].[N:1]1([CH:7]2[CH2:8][CH2:9][N:10]([C:13](=[O:14])[c:15]3[cH:16][c:17]4[cH:18][c:19]([C:24](=[O:25])[N:26]5[CH2:27][CH2:28][C:29]([F:32])([F:33])[CH2:30][CH2:31]5)[nH:20][c:21]4[cH:22][cH:23]3)[CH2:11][CH2:12]2)[CH2:2][CH2:3][CH2:4][CH2:5][CH2:6]1.[cH:44]1[cH:45][cH:46][n:47][cH:48][cH:49]1>>[N:1]1([CH:7]2[CH2:8][CH2:9][N:10]([C:13](=[O:14])[c:15]3[cH:16][c:17]4[cH:18][c:19]([C:24](=[O:25])[N:26]5[CH2:27][CH2:28][C:29]([F:32])([F:33])[CH2:30][CH2:31]5)[n:20](-[c:39]5[cH:38][cH:37][n:36][c:35]([Cl:34])[cH:40]5)[c:21]4[cH:22][cH:23]3)[CH2:11][CH2:12]2)[CH2:2][CH2:3][CH2:4][CH2:5][CH2:6]1.